This data is from the Open Reaction Database (ORD), a public repository of structured organic reaction records. The task is: describe an organic reaction: reactants, conditions, products, and yield Reactants: BrC(C(=O)Cl)CC (2-bromobutyryl chloride), [Cl-].[Al+3].[Cl-].[Cl-] (aluminium chloride), Heterocyclic, ice, ClC1=CC2=C(SC=C2)C=C1 (5-chlorobenzo[b]thiophene). The solvent is ClCCl (dichloromethane), ClCCl (dichloromethane), ClCCl (dichloromethane). Reaction conditions: time 1 hour. Yields the product BrC(C(=O)C1=CC2=C(S1)C=CC(=C2)Cl)CC (2-bromo-1-(5-chlorobenzo[b]thiophen-2-yl)butan-1-one). Reaction SMILES: [Br:1][CH:2]([CH2:6][CH3:7])[C:3](Cl)=[O:4].[Cl-].[Al+3].[Cl-].[Cl-].[Cl:12][C:13]1[CH:21]=[CH:20][C:16]2[S:17][CH:18]=[CH:19][C:15]=2[CH:14]=1>ClCCl>[Br:1][CH:2]([CH2:6][CH3:7])[C:3]([C:18]1[S:17][C:16]2[CH:20]=[CH:21][C:13]([Cl:12])=[CH:14][C:15]=2[CH:19]=1)=[O:4] |f:1.2.3.4|. Procedure: A solution of 2-bromobutyryl chloride (8 g) in dichloromethane (15 ml) was added dropwise under nitrogen at ambient temperature to a stirred suspension of anhydrous aluminium chloride (12 g) in dichloromethane (100 ml). When the addition was complete, a solution of 5-chlorobenzo[b]thiophene (5 g; prepared in a manner similar to that described in J. Heterocyclic Chem., 1988, 25, 1271) in dichloromethane (30 ml) was added dropwise, then the mixture was stirred at ambient temperature for 1 hour and... Reactants: [N+](=O)([O-])C1=NC=C(C=C1)OC1=CC=CC=C1 (2-Nitro-5-phenoxy-pyridine), O (water). The reagents and catalysts are [Zn] (zinc). Run in C(C)(=O)O (acetic acid). Reaction conditions: temperature 105 celsius. Yields the product O(C1=CC=CC=C1)C=1C=CC(=NC1)N (5-Phenoxy-pyridin-2-ylamine). Yield: 90.0%. RXN SMILES: [N+:1]([C:4]1[CH:9]=[CH:8][C:7]([O:10][C:11]2[CH:16]=[CH:15][CH:14]=[CH:13][CH:12]=2)=[CH:6][N:5]=1)([O-])=O.O>C(O)(=O)C.[Zn]>[O:10]([C:7]1[CH:8]=[CH:9][C:4]([NH2:1])=[N:5][CH:6]=1)[C:11]1[CH:12]=[CH:13][CH:14]=[CH:15][CH:16]=1. Procedure: 8.2 2-Nitro-5-phenoxy-pyridine (11.3 mmol) is dissolved in acetic acid (30 ml) at 35° C. After addition of water (30 ml), zinc powder (6 eq.) is added and the reaction suspension is heated to 105° C. for 2.5 h. The reaction suspension is cooled to RT and filtrated. The filtrate is poured into 3.5% NaOH (700 ml) and extracted with dichloromethane. The combined organic phases are extracted with brine, dried over MgSO4 and the solvent is removed in vacuo. 5-Phenoxy-pyridin-2-ylamine is obtained as ... Reaction SMILES: [Cl:40][CH2:41][Cl:42].[OH:1][CH:2]1[CH2:3][N:4]([S:29](=[O:30])(=[O:31])[c:32]2[cH:33][cH:34][c:35]([O:38][CH3:39])[cH:36][cH:37]2)[CH2:5][CH2:6][CH2:7][CH:8]1[NH:9][C:10]([CH:11]([CH2:12][CH:13]([CH3:14])[CH3:15])[NH:16][C:17]([CH2:18][O:19][CH2:20][c:21]1[cH:22][cH:23][cH:24][cH:25][cH:26]1)=[O:27])=[O:28]>>[O:1]=[C:2]1[CH2:3][N:4]([S:29](=[O:30])(=[O:31])[c:32]2[cH:33][cH:34][c:35]([O:38][CH3:39])[cH:36][cH:37]2)[CH2:5][CH2:6][CH2:7][CH:8]1[NH:9][C:10]([CH:11]([CH2:12][CH:13]([CH3:14])[CH3:15])[NH:16][C:17]([CH2:18][O:19][CH2:20][c:21]1[cH:22][cH:23][cH:24][cH:25][cH:26]1)=[O:27])=[O:28]. Product: COc1ccc(S(=O)(=O)N2CCCC(NC(=O)C(CC(C)C)NC(=O)COCc3ccccc3)C(=O)C2)cc1. The reactants are ClCCl, COc1ccc(S(=O)(=O)N2CCCC(NC(=O)C(CC(C)C)NC(=O)COCc3ccccc3)C(O)C2)cc1. The reactants are FC(C(=O)O)(F)F (trifluoroacetic acid), C(C)(C)(C)OC(=O)C1CC2=C(CN1)SC(=N2)C(=O)N2C(CN(CC2)S(=O)(=O)C2=CC1=CC=C(C=C1C=C2)Cl)C(N)=O (1-[(6-tert-butoxycarbonyl-4,5,6,7-tetrahydrothiazolo[5,4-c]pyridin-2-yl)carbonyl]-2-carbamoyl-4-[(6-chloronaphthalen-2-yl)sulfonyl]piperazine). The solvent is ClCCl (dichloromethane). Product: FC(C(=O)O)(F)F.C(N)(=O)C1N(CCN(C1)S(=O)(=O)C1=CC2=CC=C(C=C2C=C1)Cl)C(=O)C=1SC=2CNCCC2N1 (2-Carbamoyl-4-[(6-chloronaphthalen-2-yl)sulfonyl]-1-[(4,5,6,7-tetrahydrothiazolo[5,4-c]pyridin-2-yl)carbonyl]piperazine trifluoroacetate). As a reaction SMILES: [F:1][C:2]([F:7])([F:6])[C:3]([OH:5])=[O:4].C(OC([CH:15]1[NH:20][CH2:19][C:18]2[S:21][C:22]([C:24]([N:26]3[CH2:31][CH2:30][N:29]([S:32]([C:35]4[CH:44]=[CH:43][C:42]5[C:37](=[CH:38][CH:39]=[C:40]([Cl:45])[CH:41]=5)[CH:36]=4)(=[O:34])=[O:33])[CH2:28][CH:27]3[C:46](=[O:48])[NH2:47])=[O:25])=[N:23][C:17]=2[CH2:16]1)=O)(C)(C)C>ClCCl>[F:1][C:2]([F:7])([F:6])[C:3]([OH:5])=[O:4].[C:46]([CH:27]1[CH2:28][N:29]([S:32]([C:35]2[CH:44]=[CH:43][C:42]3[C:37](=[CH:38][CH:39]=[C:40]([Cl:45])[CH:41]=3)[CH:36]=2)(=[O:34])=[O:33])[CH2:30][CH2:31][N:26]1[C:24]([C:22]1[S:21][C:18]2[CH2:19][NH:20][CH2:15][CH2:16][C:17]=2[N:23]=1)=[O:25])(=[O:48])[NH2:47] |f:3.4|. Procedure details: To trifluoroacetic acid (1 ml), a solution of 1-[(6-tert-butoxycarbonyl-4,5,6,7-tetrahydrothiazolo[5,4-c]pyridin-2-yl)carbonyl]-2-carbamoyl-4-[(6-chloronaphthalen-2-yl)sulfonyl]piperazine (303 mg) dissolved in dichloromethane (1 ml) was added, followed by concentration under reduced pressure. The resulting precipitate was collected by filtration and washed with diethyl ether, whereby the title compound (263 mg, 83%) was obtained. Starting materials: CNC (dimethylamine), Cl (hydrochloric acid), ClC1=C(C(=O)O)C=CC(=C1)Cl (2,4-dichlorobenzoic acid), CO (methanol). The reagents and catalysts are [Cu] (copper). Run in O (water), CCOCC (ether). The product is COC1=C(C(=O)O)C=CC(=C1)Cl (2-methoxy-4-chlorobenzoic acid). Reaction SMILES: Cl[C:2]1[CH:10]=[C:9]([Cl:11])[CH:8]=[CH:7][C:3]=1[C:4]([OH:6])=[O:5].[CH3:12][OH:13].CNC.Cl>[Cu].CCOCC.O>[CH3:12][O:13][C:2]1[CH:10]=[C:9]([Cl:11])[CH:8]=[CH:7][C:3]=1[C:4]([OH:6])=[O:5]. Procedure: A mixture of 2,4-dichlorobenzoic acid (67.4 g), absolute methanol (135 ml), and copper powder (3.37 g) is refluxed for 6-7 hours while introducing gaseous dimethylamine. The reaction mixture is mixed with a large amount of water, acidified with hydrochloric acid, and shaken with ether. The organic layer is washed with water, dried over sodium sulfate, and evaporated to remove the solvent. The residue is washed with isopropyl ether and filtered to give 2-methoxy-4-chlorobenzoic acid (43.6 g) as c... Reactants: C(C(=C)C)(=O)N=C=O (methacryloyl isocyanate), C(C(=C)C)(=O)OC (methyl methacrylate), C=CC1=CC=CC=C1 (styrene), C(C=C)(=O)OCCCC (n-butyl acrylate), N(=NC(C#N)(CC(C)C)C)C(C#N)(CC(C)C)C (2,2'-azobis(2,4-dimethylvaleronitrile)), 2,2'-azobis(2,4-dimethylvalernoitrile). The solvent is C(C)(=O)OCCCC (butyl acetate), C(C)(=O)OCCCC (butyl acetate). Reaction conditions: temperature 100 celsius, time 2 hour. Yields the product [N-]=C=O (isocyanate), C(C(=C)C)(=O)OC (methyl methacrylate), C=CC1=CC=CC=C1 (styrene), C(C=C)(=O)OCCCC (n-butyl acrylate). As a reaction SMILES: [C:1]([N:6]=C=O)(=[O:5])C(C)=C.[C:9]([O:14][CH3:15])(=[O:13])[C:10]([CH3:12])=[CH2:11].[CH2:16]=[CH:17][C:18]1[CH:23]=[CH:22][CH:21]=[CH:20][CH:19]=1.[C:24]([O:28][CH2:29][CH2:30][CH2:31][CH3:32])(=[O:27])[CH:25]=[CH2:26].N(C(C)(CC(C)C)C#N)=NC(C)(CC(C)C)C#N>C(OCCCC)(=O)C>[N-:6]=[C:1]=[O:5].[C:9]([O:14][CH3:15])(=[O:13])[C:10]([CH3:12])=[CH2:11].[CH2:16]=[CH:17][C:18]1[CH:23]=[CH:22][CH:21]=[CH:20][CH:19]=1.[C:24]([O:28][CH2:29][CH2:30][CH2:31][CH3:32])(=[O:27])[CH:25]=[CH2:26]. Reported procedure: Into a reaction vessel, butyl acetate (40 g) was charged, and heating was made to 100° C. A mixture of methacryloyl isocyanate (7.5 g), methyl methacrylate (17.5 g), styrene (15.0 g), n-butyl acrylate (10.0 g) and 2,2'-azobis(2,4-dimethylvaleronitrile) (0.5 g) was dropwise added thereto in 2 hours. After stirring at 100° C. for 30 minutes, a solution of 2,2'-azobis(2,4-dimethylvalernoitrile) (0.25 g) in butyl acetate (10 g) was dropwise added thereto at 100° C. in 30 minutes, followed by stirrin... Reactants: CCO, CO, O=C(Nc1ncc([N+](=O)[O-])cn1)c1ccc(F)c(Cl)c1, [H][H]. Product: Nc1cnc(NC(=O)c2ccc(F)c(Cl)c2)nc1. RXN SMILES: [CH3:23][CH2:24][OH:25].[CH3:26][OH:27].[Cl:1][c:2]1[cH:3][c:4]([C:5](=[O:6])[NH:7][c:8]2[n:9][cH:10][c:11]([N+:14]([O-:15])=[O:16])[cH:12][n:13]2)[cH:17][cH:18][c:19]1[F:20].[H:21][H:22]>>[Cl:1][c:2]1[cH:3][c:4]([C:5](=[O:6])[NH:7][c:8]2[n:9][cH:10][c:11]([NH2:14])[cH:12][n:13]2)[cH:17][cH:18][c:19]1[F:20].